The task is: describe an organic reaction: reactants, conditions, products, and yield. This data is from the Open Reaction Database (ORD), a public repository of structured organic reaction records. Starting materials: C(C)(C)(C)OC(=O)C=1C(=CC=CC1)C1=CC=C(C=C1)CN1C(=NC=2C1=CSC2)CCCC (4'-[(2-butyl-1H-thieno[3,4-d]imidazol-1-yl)methyl][1,1'-biphenyl]-2-carboxylic acid t-butyl ester), C1(=CC=CC=C1)C(N1N=NN=C1C1=C(C2=CC=C(C=C2)CBr)C=CC=C1)(C1=CC=CC=C1)C1=CC=CC=C1 (2'-(N-triphenylmethyltetrazol-5-yl)biphen-4-yl methyl bromide). Product: C(CCC)C1=NC=2C(N1CC1=CC=C(C=C1)C1=C(C=CC=C1)C1=NN=NN1C(C1=CC=CC=C1)(C1=CC=CC=C1)C1=CC=CC=C1)=CSC2 (2-butyl-1-[(2'-{N-triphenylmethyltetrazol-5-yl}{1,1'-biphenyl}-4-yl)methyl]-1H-thieno-[3,4-d]imidazole). Reaction SMILES: C(O[C:6]([C:8]1[C:9]([C:14]2[CH:19]=[CH:18][C:17]([CH2:20][N:21]3[C:25]4=[CH:26][S:27][CH:28]=[C:24]4[N:23]=[C:22]3[CH2:29][CH2:30][CH2:31][CH3:32])=[CH:16][CH:15]=2)=[CH:10][CH:11]=[CH:12][CH:13]=1)=O)(C)(C)C.[C:33]1([C:39]([C:65]2[CH:70]=[CH:69][CH:68]=[CH:67][CH:66]=2)([C:59]2[CH:64]=[CH:63][CH:62]=[CH:61][CH:60]=2)[N:40]2C(C3C=CC=CC=3C3C=CC(CBr)=CC=3)=[N:43][N:42]=[N:41]2)[CH:38]=[CH:37][CH:36]=[CH:35][CH:34]=1>>[CH2:29]([C:22]1[N:21]([CH2:20][C:17]2[CH:18]=[CH:19][C:14]([C:9]3[CH:10]=[CH:11][CH:12]=[CH:13][C:8]=3[C:6]3[N:40]([C:39]([C:33]4[CH:38]=[CH:37][CH:36]=[CH:35][CH:34]=4)([C:65]4[CH:66]=[CH:67][CH:68]=[CH:69][CH:70]=4)[C:59]4[CH:60]=[CH:61][CH:62]=[CH:63][CH:64]=4)[N:41]=[N:42][N:43]=3)=[CH:15][CH:16]=2)[C:25]2=[CH:26][S:27][CH:28]=[C:24]2[N:23]=1)[CH2:30][CH2:31][CH3:32]. Procedure: This Step A compound can be prepared in a similar fashion to the preparation of 4'-[(2-butyl-1H-thieno[3,4-d]imidazol-1-yl)methyl][1,1'-biphenyl]-2-carboxylic acid t-butyl ester (Example 1, Step B) except that the alkylating agent used can be 2'-(N-triphenylmethyltetrazol-5-yl)biphen-4-yl methyl bromide in place of t-butyl-4'-bromomethylbiphenyl-2-carboxylate. Conditions: time 48 hour. Procedure details: An argon flushed three-necked flask which was cooled by an ice-water bath was charged with 2-(prop-1-en-2-yl)cyclohexanone (0.88 g, 6.38 mmol), acetaldehyde O-methyl oxime (0.56 g, 7.65 mmol), and SnCl4 (1.66 g, 6.38 mmol) in 1,2-dichloroethane (65 ml). The mixture was stirred for 48 hours at room temperature. The completion of reaction was checked by GC analysis of reaction aliquots quenched with a solution of saturated NaHCO3 in water. The reaction mixture was quenched with sat. aqueous NaHCO3... The product is CON1C(CCCC\C=C(\CC1C)/C)=O ((E)-1-methoxy-8,10-dimethyl-3,4,5,6,9,10-hexahydroazecin-2(1H)-one). Solvent: ClCCCl (1,2-dichloroethane). As a reaction SMILES: [CH2:1]=[C:2]([CH:4]1[CH2:9][CH2:8][CH2:7][CH2:6][C:5]1=[O:10])[CH3:3].[CH3:11][O:12][N:13]=[CH:14][CH3:15].Cl[Sn](Cl)(Cl)Cl>ClCCCl>[CH3:11][O:12][N:13]1[CH:14]([CH3:15])[CH2:3][C:2]([CH3:1])=[CH:4][CH2:9][CH2:8][CH2:7][CH2:6][C:5]1=[O:10]. The reactants are C=C(C)C1C(CCCC1)=O (2-(prop-1-en-2-yl)cyclohexanone), CON=CC (acetaldehyde O-methyl oxime), Cl[Sn](Cl)(Cl)Cl (SnCl4). Isolated yield 83.8%. Starting materials: NC1=CC=2N=CN=C(C2C=N1)SC (7-amino-4-methylthiopyrido[4,3-d]pyrimidine), FC(C1=C(CN)C=CC=C1)(F)F (2-(trifluoromethyl)benzylamine). Conditions: temperature 150 celsius, time 1 hour. Product: NC1=CC=2N=CN=C(C2C=N1)NCC1=C(C=CC=C1)C(F)(F)F (7-amino-4-(2-trifluoromethylbenzyl) aminopyrido[4,3-d]pyrimidine). Yield: 58.9%. Reaction SMILES: [NH2:1][C:2]1[N:11]=[CH:10][C:9]2[C:8](SC)=[N:7][CH:6]=[N:5][C:4]=2[CH:3]=1.[F:14][C:15]([F:25])([F:24])[C:16]1[CH:23]=[CH:22][CH:21]=[CH:20][C:17]=1[CH2:18][NH2:19]>>[NH2:1][C:2]1[N:11]=[CH:10][C:9]2[C:8]([NH:19][CH2:18][C:17]3[CH:20]=[CH:21][CH:22]=[CH:23][C:16]=3[C:15]([F:14])([F:24])[F:25])=[N:7][CH:6]=[N:5][C:4]=2[CH:3]=1. Procedure: A mixture of 7-amino-4-methylthiopyrido[4,3-d]pyrimidine (225 mg, 1.17 mmol) and 2-(trifluoromethyl)benzylamine (0.90 mL, 6.42 mmol) is stirred under N2 at 150° C. for 1 h. The resulting product is chromatographed on silica gel (5% EtOH/EtOAc) to give 7-amino-4-(2-trifluoromethylbenzyl) aminopyrido[4,3-d]pyrimidine (0.22 g, 59%) as a white solid. 1H NMR (DMSO) δ 9.16 (1H, s), 8.88 (1H, t, J=5.7 Hz), 8.23 (1H, s), 7.75 (1H, d, J=7.7 Hz), 7.62 (1H, t, J=7.5 Hz), 7.50 (1H, d, J=7.4 Hz), 7.47 (1H, t... Reactants: C=C(OCC)c1c(C)c2cnc(Nc3ccc(N4CCN(C)CC4)cn3)nc2n(C2CCCC2)c1=O, ClC(Cl)Cl, Cl. The product is CC(=O)c1c(C)c2cnc(Nc3ccc(N4CCN(C)CC4)cn3)nc2n(C2CCCC2)c1=O. As a reaction SMILES: [CH:1]1([n:6]2[c:7](=[O:36])[c:8]([C:31](=[CH2:32])[O:33][CH2:34][CH3:35])[c:9]([CH3:30])[c:10]3[c:11]2[n:12][c:13]([NH:16][c:17]2[n:18][cH:19][c:20]([N:23]4[CH2:24][CH2:25][N:26]([CH3:29])[CH2:27][CH2:28]4)[cH:21][cH:22]2)[n:14][cH:15]3)[CH2:2][CH2:3][CH2:4][CH2:5]1.[CH:38]([Cl:39])([Cl:40])[Cl:41].[ClH:37]>>[CH:1]1([n:6]2[c:7](=[O:36])[c:8]([C:31]([CH3:32])=[O:33])[c:9]([CH3:30])[c:10]3[c:11]2[n:12][c:13]([NH:16][c:17]2[n:18][cH:19][c:20]([N:23]4[CH2:24][CH2:25][N:26]([CH3:29])[CH2:27][CH2:28]4)[cH:21][cH:22]2)[n:14][cH:15]3)[CH2:2][CH2:3][CH2:4][CH2:5]1. Procedure details: Under an argon atmosphere, a 0° C. solution of 2-(2-pentyl-benzoxazol-5-yl)-ethanol (1.63 g, 6.99 mmol) in dry THF (49 ml) was treated with triphenyl phosphine (2.018 b, 7.693 mmol) and imidazole (1.05 g, 15.38 mmol). After complete dissolution iodide (1.95 g, 7.69 mmol) was added in small portion so that the reaction temperature never exceeded 4° C. After stirring for 3 hours at 0° C. the reaction mixture was distributed between diethyl ether and saturated aqueous ammonium hydrochloride. The or... The product is ICCC=1C=CC2=C(N=C(O2)CCCCC)C1 (5-(2-Iodo-ethyl)-2-pentyl-benzoxazole). Conditions: temperature 0 celsius, time 3 hour. The reactants are C(CCCC)C=1OC2=C(N1)C=C(C=C2)CCO (2-(2-pentyl-benzoxazol-5-yl)-ethanol), C1(=CC=CC=C1)P(C1=CC=CC=C1)C1=CC=CC=C1 (triphenyl phosphine), N1C=NC=C1 (imidazole), [I-] (iodide), Cl.[NH4+] (ammonium hydrochloride). RXN SMILES: [CH2:1]([C:6]1[O:7][C:8]2[CH:14]=[CH:13][C:12]([CH2:15][CH2:16]O)=[CH:11][C:9]=2[N:10]=1)[CH2:2][CH2:3][CH2:4][CH3:5].C1(P(C2C=CC=CC=2)C2C=CC=CC=2)C=CC=CC=1.N1C=CN=C1.[I-:42].Cl.[NH4+]>C1COCC1.C(OCC)C>[I:42][CH2:16][CH2:15][C:12]1[CH:13]=[CH:14][C:8]2[O:7][C:6]([CH2:1][CH2:2][CH2:3][CH2:4][CH3:5])=[N:10][C:9]=2[CH:11]=1 |f:4.5|. The solvent is C1CCOC1 (THF), C(C)OCC (diethyl ether). The reactants are BrN1C(CCC1=O)=O (N-bromosuccinimide), C(C)(=O)OC=1C=C(C=CC1C=1C(OC2=CC(=CC=C2C1C)OC(C)=O)=O)OC(C)=O (acetic acid 3-acetoxy-4-(7-acetoxy-4-methyl-2-oxo-2H-chromen-3-yl)phenyl ester), BrN1C(CCC1=O)=O (N-bromosuccinimide), C(C1=CC=CC=C1)(=O)OOC(C1=CC=CC=C1)=O (benzoyl peroxide), C(C1=CC=CC=C1)(=O)OOC(C1=CC=CC=C1)=O (benzoyl peroxide). Reagents/catalysts: [W] (tungsten). Solvent: C(Cl)(Cl)(Cl)Cl (carbon tetrachloride). The product is C(C)(=O)OC=1C=C(C=CC1C=1C(OC2=CC(=CC=C2C1CBr)OC(C)=O)=O)OC(C)=O (Acetic acid 3-acetoxy-4-(7-acetoxy-4-bromomethyl-2-oxo-2H-chromen-3-yl)-phenyl ester). RXN SMILES: [C:1]([O:4][C:5]1[CH:6]=[C:7]([O:27][C:28](=[O:30])[CH3:29])[CH:8]=[CH:9][C:10]=1[C:11]1[C:12](=[O:26])[O:13][C:14]2[C:19]([C:20]=1[CH3:21])=[CH:18][CH:17]=[C:16]([O:22][C:23](=[O:25])[CH3:24])[CH:15]=2)(=[O:3])[CH3:2].[Br:31]N1C(=O)CCC1=O.C(OOC(=O)C1C=CC=CC=1)(=O)C1C=CC=CC=1>C(Cl)(Cl)(Cl)Cl.[W]>[C:1]([O:4][C:5]1[CH:6]=[C:7]([O:27][C:28](=[O:30])[CH3:29])[CH:8]=[CH:9][C:10]=1[C:11]1[C:12](=[O:26])[O:13][C:14]2[C:19]([C:20]=1[CH2:21][Br:31])=[CH:18][CH:17]=[C:16]([O:22][C:23](=[O:25])[CH3:24])[CH:15]=2)(=[O:3])[CH3:2]. Reported procedure: A mixture of acetic acid 3-acetoxy-4-(7-acetoxy-4-methyl-2-oxo-2H-chromen-3-yl)phenyl ester (0.767 g, 1.87 mmol, 1 eq), N-bromosuccinimide (0.349 g, 1.962 mmol, 1.05 eq) and benzoyl peroxide (0.035 g, 0.145 mmol) in carbon tetrachloride (30 mL) was stirred and heated to reflux under nitrogen in presence of a 100 W tungsten lamp for 20 hours. Reaction monitoring by MS and TLC showed the presence unreacted starting material, and additional N-bromosuccinimide (0.060 g, 0.34 mmol) and benzoyl peroxi... Reactants: CCC(C)N=C=O, O=C(Cl)Cl, [N-]=C=O, C1CN2CCN1CC2, COC(=O)c1sc2ccccc2c1S(N)(=O)=O, Cc1ccccc1C. Yields the product COC(=O)c1sc2ccccc2c1S(=O)(=O)N=C=O. As a reaction SMILES: [CH3:18][CH2:19][CH:20]([N:21]=[C:23]=[O:24])[CH3:22].[Cl:33][C:34](=[O:35])[Cl:36].[N-:37]=[C:38]=[O:39].[N:25]12[CH2:26][CH2:27][N:28]([CH2:29][CH2:30]1)[CH2:31][CH2:32]2.[NH2:1][S:2](=[O:3])(=[O:4])[c:5]1[c:6]([C:14](=[O:15])[O:16][CH3:17])[s:7][c:8]2[c:9]1[cH:10][cH:11][cH:12][cH:13]2.[c:40]1([CH3:41])[c:42]([CH3:43])[cH:44][cH:45][cH:46][cH:47]1>>[N:1]([S:2](=[O:3])(=[O:4])[c:5]1[c:6]([C:14](=[O:15])[O:16][CH3:17])[s:7][c:8]2[c:9]1[cH:10][cH:11][cH:12][cH:13]2)=[C:23]=[O:24].